The task is: describe an organic reaction: reactants, conditions, products, and yield. This data is from the Open Reaction Database (ORD), a public repository of structured organic reaction records. Reactants: CCOC(=O)c1cc(CNc2ccc(Cl)cc2)c[nH]1, ClCCl, CC(=O)Cl, CCN(C(C)C)C(C)C. The product is CCOC(=O)c1cc(CN(C(C)=O)c2ccc(Cl)cc2)c[nH]1. RXN SMILES: [CH2:1]([CH3:2])[O:3][C:4](=[O:5])[c:6]1[nH:7][cH:8][c:9]([CH2:11][NH:12][c:13]2[cH:14][cH:15][c:16]([Cl:19])[cH:17][cH:18]2)[cH:10]1.[CH2:33]([Cl:34])[Cl:35].[CH3:29][C:30]([Cl:31])=[O:32].[CH:20]([N:21]([CH2:22][CH3:23])[CH:24]([CH3:25])[CH3:26])([CH3:27])[CH3:28]>>[CH2:1]([CH3:2])[O:3][C:4](=[O:5])[c:6]1[nH:7][cH:8][c:9]([CH2:11][N:12]([c:13]2[cH:14][cH:15][c:16]([Cl:19])[cH:17][cH:18]2)[C:30]([CH3:29])=[O:32])[cH:10]1. The reactants are C(O)([O-])=O.[Na+] (sodium hydrogen carbonate), BrC1=C(C(C(=C(C1=O)Br)Br)=O)Br (Tetrabromobenzo-1,4-quinone), C(CC)O (propanol). Run in CCC(=O)C (MEK). Product: BrC=1C(C(=C(C(C1Br)=O)Br)OC(C)C)=O (2,3,5-tribromo-6-isopropoxy-1,4-benzoquinone). Reaction SMILES: Br[C:2]1[C:7](=[O:8])[C:6]([Br:9])=[C:5]([Br:10])[C:4](=[O:11])[C:3]=1[Br:12].[C:13](=O)([O-])O.[Na+].[CH2:18]([OH:21])[CH2:19]C>CCC(C)=O>[Br:9][C:6]1[C:7](=[O:8])[C:2]([O:21][CH:18]([CH3:19])[CH3:13])=[C:3]([Br:12])[C:4](=[O:11])[C:5]=1[Br:10] |f:1.2|. Procedure details: Tetrabromobenzo-1,4-quinone (14.6 parts) was stirred in MEK prior to adding sodium hydrogen carbonate (5.5 parts) and stirring at room temperature. Aqueous propanol (50 parts, 1:1) was added and the reaction was monitored by HPLC until no starting material remained. The resulting solution (which contained 91% 2,3,5-tribromo-6-isopropoxy benzoquinone as judged by HPLC) was recrystallised from 60-80 petrol ether (136 ml) to yield a homogeneous crystalline product (6 parts). The 1H NMR of the title...